describe an organic reaction: reactants, conditions, products, and yield From a dataset of the Open Reaction Database (ORD), a public repository of structured organic reaction records. The reactants are O=Cc1nn(C2CCCCO2)c2ncc(Br)cc12, [K+], [K+], [K+], CN(C)C=O, O, O=P([O-])([O-])[O-], c1ccc(P(c2ccccc2)(c2ccccc2)[Pd](P(c2ccccc2)(c2ccccc2)c2ccccc2)(P(c2ccccc2)(c2ccccc2)c2ccccc2)P(c2ccccc2)(c2ccccc2)c2ccccc2)cc1, OB(O)c1cccnc1. Yields the product O=Cc1nn(C2CCCCO2)c2ncc(-c3cccnc3)cc12. As a reaction SMILES: [Br:1][c:2]1[cH:3][c:4]2[c:5]([n:6][cH:7]1)[n:8]([CH:13]1[O:14][CH2:15][CH2:16][CH2:17][CH2:18]1)[n:9][c:10]2[CH:11]=[O:12].[K+:24].[K+:25].[K+:26].[O:36]=[CH:37][N:38]([CH3:39])[CH3:40].[OH2:41].[P:19]([O-:20])([O-:21])([O-:22])=[O:23].[cH:42]1[cH:43][cH:44][c:45]([P:46]([Pd:47]([P:48]([c:49]2[cH:50][cH:51][cH:52][cH:53][cH:54]2)([c:55]2[cH:56][cH:57][cH:58][cH:59][cH:60]2)[c:61]2[cH:62][cH:63][cH:64][cH:65][cH:66]2)([P:67]([c:68]2[cH:69][cH:70][cH:71][cH:72][cH:73]2)([c:74]2[cH:75][cH:76][cH:77][cH:78][cH:79]2)[c:80]2[cH:81][cH:82][cH:83][cH:84][cH:85]2)[P:86]([c:87]2[cH:88][cH:89][cH:90][cH:91][cH:92]2)([c:93]2[cH:94][cH:95][cH:96][cH:97][cH:98]2)[c:99]2[cH:100][cH:101][cH:102][cH:103][cH:104]2)([c:105]2[cH:106][cH:107][cH:108][cH:109][cH:110]2)[c:111]2[cH:112][cH:113][cH:114][cH:115][cH:116]2)[cH:117][cH:118]1.[n:27]1[cH:28][c:29]([B:33]([OH:34])[OH:35])[cH:30][cH:31][cH:32]1>>[c:2]1(-[c:29]2[cH:28][n:27][cH:32][cH:31][cH:30]2)[cH:3][c:4]2[c:5]([n:6][cH:7]1)[n:8]([CH:13]1[O:14][CH2:15][CH2:16][CH2:17][CH2:18]1)[n:9][c:10]2[CH:11]=[O:12]. Reactants: C1(CCC1)C1=CC=CC=2CN(CCOC21)C(=O)OC(C)(C)C (tert-butyl 9-cyclobutyl-2,3-dihydro-1,4-benzoxazepine-4(5H)-carboxylate), C(C)(=O)OCC.Cl (hydrogen chloride-ethyl acetate). Yields the product Cl.C1(CCC1)C1=CC=CC=2CNCCOC21 (9-cyclobutyl-2,3,4,5-tetrahydro-1,4-benzoxazepine hydrochloride). Reaction conditions: time 1 hour. Reported procedure: A mixture of tert-butyl 9-cyclobutyl-2,3-dihydro-1,4-benzoxazepine-4(5H)-carboxylate (40.0 mg, 0.132 mmol), ethyl acetate (2 ml) and 4N hydrogen chloride-ethyl acetate solution (2 ml) was stirred at room temperature for 1 hr, and the solvent was evaporated under reduced pressure. The residue was recrystallized from a mixed solvent of methanol and ether to give the desired product (25.0 mg, 79.1%) as a solid. As a reaction SMILES: [CH:1]1([C:5]2[C:15]3[O:14][CH2:13][CH2:12][N:11](C(OC(C)(C)C)=O)[CH2:10][C:9]=3[CH:8]=[CH:7][CH:6]=2)[CH2:4][CH2:3][CH2:2]1.C(OCC)(=O)C.[ClH:29]>C(OCC)(=O)C>[ClH:29].[CH:1]1([C:5]2[C:15]3[O:14][CH2:13][CH2:12][NH:11][CH2:10][C:9]=3[CH:8]=[CH:7][CH:6]=2)[CH2:2][CH2:3][CH2:4]1 |f:1.2,4.5|. Isolated yield 79.1%. Solvent: C(C)(=O)OCC (ethyl acetate). The reactants are N(=[N+]=[N-])CCOC=1C=CC2=C(N(C(S2)=C2C(N(C(S2)=NC=2C=C(C=CC2NCC)NC(CN(C)C)=O)CC2=CC=CC=C2)=O)C)C1 (N-(3-{5-[5-(2-azidoethoxy)-3-methyl-3H-benzothiazol-2-ylidene]-3-benzyl-4-oxothiazolidin-2-ylideneamino}-4-ethylamino-phenyl)-2-dimethylaminoacetamide), C1(=CC=CC=C1)P(C1=CC=CC=C1)C1=CC=CC=C1 (triphenylphosphine), O (H2O). The solvent is C1CCOC1 (THF). Reaction conditions: time 48 hour. The product is NCCOC=1C=CC2=C(N(C(S2)=C2C(N(C(S2)=NC=2C=C(C=CC2NCC)NC(CN(C)C)=O)CC2=CC=CC=C2)=O)C)C1 (N-(3-{5-[5-(2-aminoethoxy)-3-methyl-3H-benzothiazol-2-ylidene]-3-benzyl-4-oxoth iazolidin-2-ylideneamino}-4-ethylaminophenyl)-2-dimethylaminoacetamide). Yield: 73.1%. Reaction SMILES: [N:1]([CH2:4][CH2:5][O:6][C:7]1[CH:8]=[CH:9][C:10]2[S:14][C:13](=[C:15]3[S:19][C:18](=[N:20][C:21]4[CH:22]=[C:23]([NH:30][C:31](=[O:36])[CH2:32][N:33]([CH3:35])[CH3:34])[CH:24]=[CH:25][C:26]=4[NH:27][CH2:28][CH3:29])[N:17]([CH2:37][C:38]4[CH:43]=[CH:42][CH:41]=[CH:40][CH:39]=4)[C:16]3=[O:44])[N:12]([CH3:45])[C:11]=2[CH:46]=1)=[N+]=[N-].C1(P(C2C=CC=CC=2)C2C=CC=CC=2)C=CC=CC=1.O>C1COCC1>[NH2:1][CH2:4][CH2:5][O:6][C:7]1[CH:8]=[CH:9][C:10]2[S:14][C:13](=[C:15]3[S:19][C:18](=[N:20][C:21]4[CH:22]=[C:23]([NH:30][C:31](=[O:36])[CH2:32][N:33]([CH3:35])[CH3:34])[CH:24]=[CH:25][C:26]=4[NH:27][CH2:28][CH3:29])[N:17]([CH2:37][C:38]4[CH:39]=[CH:40][CH:41]=[CH:42][CH:43]=4)[C:16]3=[O:44])[N:12]([CH3:45])[C:11]=2[CH:46]=1. Procedure: To a solution of the above N-(3-{5-[5-(2-azidoethoxy)-3-methyl-3H-benzothiazol-2-ylidene]-3-benzyl-4-oxothiazolidin-2-ylideneamino}-4-ethylamino-phenyl)-2-dimethylaminoacetamide (0.34 mmol) in THF (13 mL) was added triphenylphosphine (100 mg, 380 mmol) and H2O (20 mL). The solution was stirred 48 h at room temperature. The solvent was removed under reduced pressure, and the crude material was chromatographed (silica gel, 0–5% MeOH/DCM) to afford the title compound (157 mg, 72% overall). Reactants: 3, C(CC(=O)[O-])(=O)OCC (mono-Ethyl malonate), N1CCCCC1 (piperidine), N1=CC=CC=C1 (pyridine). Product: C(C)OC(C=CC1=CC=C(C=C1)C)=O (Ethyl-3-(4-methylphenyl)prop-2-enoate). The yield is 792.0%. As a reaction SMILES: [C:1]([O:7][CH2:8][CH3:9])(=[O:6])[CH2:2][C:3]([O-])=O.N1[CH2:15][CH2:14][CH2:13][CH2:12][CH2:11]1.N1C=CC=[CH:18][CH:17]=1>>[CH2:8]([O:7][C:1](=[O:6])[CH:2]=[CH:3][C:11]1[CH:18]=[CH:17][C:14]([CH3:15])=[CH:13][CH:12]=1)[CH3:9]. Procedure details: A solution of 3 (11.6 g, 96.9 mmol) and 4 (16.7 g, 126 mmol) in piperidine (958 μL, 9.69 mmol) and pyridine (39.2 mL, 485 mmol) was refluxed for 8 h under argon. The reaction mixture was cooled to room temperature and the reaction was quenched with 2 N HCl (˜250 mL). The reaction mixture was extracted with ether. The extracts were washed with water, base (NaHCO3), and water. The organic solution was dried (Na2SO4), concentrated, and chromatographed (silica, CH2Cl2) to give a colorless oil (14.6 ... Reactants: C(C)(C)(C)O[C@H](CO)C=1C(=C2C=CC(=NC2=CC1Cl)C)C1=CC=C(C=C1)Cl ((S)-2-tert-butoxy-2-(7-chloro-5-(4-chlorophenyl)-2-methylquinolin-6-yl)ethanol), C(C(C)(C)C)(=O)OC[C@H](C=1C(=C2C=CC(=NC2=CC1C)C)C1=CC=C2C3=C(C=CN=C13)CCO2)OC(C)(C)C ((2S)-2-tert-butoxy-2-(5-(2,3-dihydropyrano[4,3,2-de]quinolin-7-yl)-2,7-dimethylquinolin-6-yl)ethyl pivalate). Product: C(C)(C)(C)O[C@H](CO)C=1C(=C2C=CC(=NC2=CC1C)C)C1=CC=C2C3=C(C=CN=C13)CCO2 ((2S)-2-tert-butoxy-2-(5-(2,3-dihydropyrano[4,3,2-de]quinolin-7-yl)-2,7-dimethylquinolin-6-yl)ethanol). RXN SMILES: C(O[C@@H](C1C(C2C=CC(Cl)=CC=2)=C2C(=CC=1Cl)N=C(C)C=C2)CO)(C)(C)C.C([O:34][CH2:35][C@@H:36]([O:62][C:63]([CH3:66])([CH3:65])[CH3:64])[C:37]1[C:38]([C:49]2[C:58]3[C:53]4=[C:54]([CH2:59][CH2:60][O:61][C:52]4=[CH:51][CH:50]=2)[CH:55]=[CH:56][N:57]=3)=[C:39]2[C:44](=[CH:45][C:46]=1[CH3:47])[N:43]=[C:42]([CH3:48])[CH:41]=[CH:40]2)(=O)C(C)(C)C>>[C:63]([O:62][C@@H:36]([C:37]1[C:38]([C:49]2[C:58]3[C:53]4=[C:54]([CH2:59][CH2:60][O:61][C:52]4=[CH:51][CH:50]=2)[CH:55]=[CH:56][N:57]=3)=[C:39]2[C:44](=[CH:45][C:46]=1[CH3:47])[N:43]=[C:42]([CH3:48])[CH:41]=[CH:40]2)[CH2:35][OH:34])([CH3:66])([CH3:64])[CH3:65]. Procedure details: Compound 6C was prepared following the procedure used to prepare compound 1K of Example 1 except that (2S)-2-tert-butoxy-2-(5-(2,3-dihydropyrano[4,3,2-de]quinolin-7-yl)-2,7-dimethylquinolin-6-yl)ethyl pivalate (6B) was used instead of compound 1J. LCMS-ESI+ (m/z): 433.3 (M+H)+. Starting materials: [BH3-]C#N, C=O, CC#N, CCOC(C)=O, CC(=O)O, CC(C)Oc1cccc(NCCNCc2cccc(C(=O)N3CCCCC3)c2)c1, [Na+], [Na+], O=C([O-])O, O. Yields the product CC(C)Oc1cccc(NCCN(C)Cc2cccc(C(=O)N3CCCCC3)c2)c1. Reaction SMILES: [C:32]([BH3-:33])#[N:34].[CH2:30]=[O:31].[CH3:41][C:42]#[N:43].[CH3:44][CH2:45][O:46][C:47]([CH3:48])=[O:49].[CH3:51][C:52](=[O:53])[OH:54].[CH:1]([CH3:2])([CH3:3])[O:4][c:5]1[cH:6][c:7]([NH:11][CH2:12][CH2:13][NH:14][CH2:15][c:16]2[cH:17][c:18]([C:22](=[O:23])[N:24]3[CH2:25][CH2:26][CH2:27][CH2:28][CH2:29]3)[cH:19][cH:20][cH:21]2)[cH:8][cH:9][cH:10]1.[Na+:35].[Na+:40].[O-:36][C:37]([OH:38])=[O:39].[OH2:50]>>[CH:1]([CH3:2])([CH3:3])[O:4][c:5]1[cH:6][c:7]([NH:11][CH2:12][CH2:13][N:14]([CH2:15][c:16]2[cH:17][c:18]([C:22](=[O:23])[N:24]3[CH2:25][CH2:26][CH2:27][CH2:28][CH2:29]3)[cH:19][cH:20][cH:21]2)[CH3:32])[cH:8][cH:9][cH:10]1.